Dataset: the Open Reaction Database (ORD), a public repository of structured organic reaction records. Task: describe an organic reaction: reactants, conditions, products, and yield The reactants are C=CCC, c1ccccc1. The product is CCC(C)c1ccccc1. RXN SMILES: [CH2:1]=[CH:2][CH2:3][CH3:4].[cH:5]1[cH:6][cH:7][cH:8][cH:9][cH:10]1>>[CH3:1][CH:2]([CH2:3][CH3:4])[c:5]1[cH:6][cH:7][cH:8][cH:9][cH:10]1. Reactants: N1=C(C=CC=C1C)C (2,6-lutidine). Solvent: C1(=CC=CC=C1)C (toluene). Product: C1CCC2=NCCCN2CC1 (DBU). RXN SMILES: [N:1]1[C:6](C)=[CH:5][CH:4]=[CH:3][C:2]=1[CH3:8]>C1(C)C=CC=CC=1>[CH2:3]1[CH2:2][CH2:8][N:1]2[C:6](=[N:1][CH2:2][CH2:3][CH2:4]2)[CH2:5][CH2:4]1. Procedure details: A mixture of 5.0 g of product of Step 3 and 2.13 g of 2,6-lutidine is heated at 143° C. for 30 minutes. Two drops of DBU are added and the reaction mixture is heated for additional 1 hour and 30 minutes, cooled and worked up as in (b) above to give 4.23 g of the desired product. The reaction can also be carried out in excess of 2,6-lutidine and a catalytic amount of DBU without solvent or in the presence of toluene as solvent giving similar results. Starting materials: CCCCn1nc(C(C)(C)C)sc1=NC(=S)c1cc(Cl)ccc1OC, CON. The product is CCCCn1nc(C(C)(C)C)sc1=NC(=NOC)c1cc(Cl)ccc1OC. As a reaction SMILES: [CH2:1]([CH2:2][CH2:3][CH3:4])[n:5]1[c:6](=[N:14][C:15](=[S:16])[c:17]2[c:18]([O:24][CH3:25])[cH:19][cH:20][c:21]([Cl:23])[cH:22]2)[s:7][c:8]([C:10]([CH3:11])([CH3:12])[CH3:13])[n:9]1.[CH3:26][O:27][NH2:28]>>[CH2:1]([CH2:2][CH2:3][CH3:4])[n:5]1[c:6](=[N:14][C:15]([c:17]2[c:18]([O:24][CH3:25])[cH:19][cH:20][c:21]([Cl:23])[cH:22]2)=[N:28][O:27][CH3:26])[s:7][c:8]([C:10]([CH3:11])([CH3:12])[CH3:13])[n:9]1. Yields the product COc1cc(N2CCN(C(=O)Cn3nc(C(F)(F)F)c(Cl)c3-c3ccccc3)CC2)ccc1Cl. Reaction SMILES: [C:47]([O:48][CH2:49][CH3:50])(=[O:51])[CH3:52].[CH3:53][CH2:54][CH2:55][CH2:56][CH2:57][CH3:58].[Cl:1][c:2]1[c:3]([C:13]([F:14])([F:15])[F:16])[n:4][nH:5][c:6]1-[c:7]1[cH:8][cH:9][cH:10][cH:11][cH:12]1.[Cl:23][CH2:24][C:25](=[O:26])[N:27]1[CH2:28][CH2:29][N:30]([c:33]2[cH:34][c:35]([O:40][CH3:41])[c:36]([Cl:39])[cH:37][cH:38]2)[CH2:31][CH2:32]1.[K+:17].[K+:18].[O-:19][C:20]([O-:21])=[O:22].[O:42]=[CH:43][N:44]([CH3:45])[CH3:46]>>[Cl:1][c:2]1[c:3]([C:13]([F:14])([F:15])[F:16])[n:4][n:5]([CH2:24][C:25](=[O:26])[N:27]2[CH2:28][CH2:29][N:30]([c:33]3[cH:34][c:35]([O:40][CH3:41])[c:36]([Cl:39])[cH:37][cH:38]3)[CH2:31][CH2:32]2)[c:6]1-[c:7]1[cH:8][cH:9][cH:10][cH:11][cH:12]1. Starting materials: CCOC(C)=O, CCCCCC, FC(F)(F)c1n[nH]c(-c2ccccc2)c1Cl, COc1cc(N2CCN(C(=O)CCl)CC2)ccc1Cl, [K+], [K+], O=C([O-])[O-], CN(C)C=O. Reactants: O=C1C(=COC(=C1)CN1CCCC1)OCC(=O)OC(C)(C)C (tert-butyl [[4-oxo-6-[(1-pyrrolidinyl)methyl]-4H-pyran-3-yl]oxy]acetate), COC(=O)C=P(C1=CC=CC=C1)(C1=CC=CC=C1)C1=CC=CC=C1 ((1-methoxycarbonylmethylidene)triphenylphosphoran), C1(=CC=CC=C1)C (toluene). Conditions: temperature 60 celsius, time 3 hour. Yields the product COC(=O)/C=C/C=1OC=CC(C1OCC(=O)OC(C)(C)C)=O (tert-butyl [2-[(1E)-2-(methoxycarbonyl)vinyl]-4-oxo-4H-pyran-3-yl]-oxyacetate). Yield: 75.0%. RXN SMILES: [O:1]=[C:2]1[CH:7]=[C:6](CN2CCCC2)[O:5][CH:4]=[C:3]1[O:14][CH2:15][C:16]([O:18][C:19]([CH3:22])([CH3:21])[CH3:20])=[O:17].[CH3:23][O:24][C:25]([CH:27]=P(C1C=CC=CC=1)(C1C=CC=CC=1)C1C=CC=CC=1)=[O:26].[C:47]1(C)C=CC=CC=1>>[CH3:23][O:24][C:25](/[CH:27]=[CH:47]/[C:4]1[O:5][CH:6]=[CH:7][C:2](=[O:1])[C:3]=1[O:14][CH2:15][C:16]([O:18][C:19]([CH3:20])([CH3:21])[CH3:22])=[O:17])=[O:26]. Procedure: To a solution of tert-butyl [[4-oxo-6-[(1-pyrrolidinyl)methyl]-4H-pyran-3-yl]oxy]acetate (compound obtained in Reference Example 249(2), 12 g) in toluene is added (1-methoxycarbonylmethylidene)triphenylphosphoran (17.36 g) and the mixture is stirred at 60° C. for 3 hours. The reaction mixture is concentrated and the residue is purified by flash column chromatography on silica gel (Solvent; n-hexane:ethyl acetate=1:1) to give tert-butyl [2-[(1E)-2-(methoxycarbonyl)vinyl]-4-oxo-4H-pyran-3-yl]-oxya... The reactants are NC(C)CCC1=CC(=CC=C1)[N+](=O)[O-] (2-amino-4-(3-nitrophenyl)butane), CC1(OC2=CC=CC=C2C(C1)C=O)C (2,2-dimethyl-4-formyl-chroman), B(=O)[O-].[Na+] (sodium boranate). The solvent is CO (methanol). Reaction conditions: time 1 day. Product: [N+](=O)([O-])C=1C=C(C=CC1)CCC(C)NCC1CC(OC2=CC=CC=C12)(C)C (4-{N-[4-(3-nitrophenyl)-2-butyl]-aminomethyl}-2,2-dimethylchroman). Reaction SMILES: [NH2:1][CH:2]([CH2:4][CH2:5][C:6]1[CH:11]=[CH:10][CH:9]=[C:8]([N+:12]([O-:14])=[O:13])[CH:7]=1)[CH3:3].[CH3:15][C:16]1([CH3:28])[CH2:25][CH:24]([CH:26]=O)[C:23]2[C:18](=[CH:19][CH:20]=[CH:21][CH:22]=2)[O:17]1.B([O-])=O.[Na+]>CO>[N+:12]([C:8]1[CH:7]=[C:6]([CH2:5][CH2:4][CH:2]([NH:1][CH2:26][CH:24]2[C:23]3[C:18](=[CH:19][CH:20]=[CH:21][CH:22]=3)[O:17][C:16]([CH3:15])([CH3:28])[CH2:25]2)[CH3:3])[CH:11]=[CH:10][CH:9]=1)([O-:14])=[O:13] |f:2.3|. Reported procedure: 12.1 g (0.1 mol) of 2-amino-4-(3-nitrophenyl)butane are added to 19.0 g (0.1 mol) of 2,2-dimethyl-4-formyl-chroman in 100 ml of methanol at 20° C., with stirring and slight cooling, and the mixture is stirred for 1.5 hours. Thereafter, 4.5 g of sodium boranate are added, and stirring is continued for 1 day, and the mixture is evaporated down and worked up with ethyl acetate/water. The ethyl acetate phase is washed with water, dried and evaporated down. Distillation gives 4-{N-[4-(3-nitrophenyl)-... Starting materials: Cl (HCl), C(C)(=O)C1=CC=CC=C1 (acetophenone), C=O (paraformaldehyde), Cl.CNC (dimethylamine hydrochloride). The solvent is CCO (EtOH). Product: Cl.CN(CCC(=O)C1=CC=CC=C1)C (3-Dimethylamino-1-phenyl-propan-1-one hydrochloride). RXN SMILES: [ClH:1].[C:2]([C:5]1[CH:10]=[CH:9][CH:8]=[CH:7][CH:6]=1)(=[O:4])[CH3:3].[CH2:11]=O.Cl.[CH3:14][NH:15][CH3:16]>CCO>[ClH:1].[CH3:14][N:15]([CH3:11])[CH2:16][CH2:3][C:2]([C:5]1[CH:10]=[CH:9][CH:8]=[CH:7][CH:6]=1)=[O:4] |f:3.4,6.7|. Reported procedure: To a solution of 0.5 mL concentrated aqueous HCl in 40 mL EtOH, acetophenone (30.0 g), paraformaldehyde (10.0 g) and dimethylamine hydrochloride (26.5 g) were added and the mixture was refluxed for 3 h. The mixture was cooled to room temperature, and the precipitate was filtered, washed with acetone and dried in vacuo to obtain 37.2 g of white crystalline material. 1H NMR (200 MHz, DMSO-d6) δ 2.84 (s, 6H), 3.38-3.55 (m, 2H), 3.57-3.74 (m, 2H), 7.48-7.73 (m, 3H), 7.97-8.10 (m, 2H). Starting materials: CC(=O)[O-], CC(=O)[O-], C1COCCO1, Cc1ccncc1Cl, ClCCl, [H-], CN(C)C(=O)c1ccccc1N, [Na+], [Pd+2], c1ccc(P(c2ccccc2)c2ccc3ccccc3c2-c2c(P(c3ccccc3)c3ccccc3)ccc3ccccc23)cc1. Reaction SMILES: [C:75]([O-:76])(=[O:77])[CH3:78].[C:80]([O-:81])(=[O:82])[CH3:83].[CH2:69]1[O:70][CH2:71][CH2:72][O:73][CH2:74]1.[Cl:13][c:14]1[cH:15][n:16][cH:17][cH:18][c:19]1[CH3:20].[Cl:84][CH2:85][Cl:86].[H-:68].[NH2:1][c:2]1[c:3]([C:4](=[O:5])[N:6]([CH3:7])[CH3:8])[cH:9][cH:10][cH:11][cH:12]1.[Na+:67].[Pd+2:79].[cH:21]1[cH:22][cH:23][c:24]([P:25]([c:26]2[cH:27][cH:28][c:29]3[c:30]([cH:31][cH:32][cH:33][cH:34]3)[c:35]2-[c:36]2[c:37]3[c:38]([cH:39][cH:40][cH:41][cH:42]3)[cH:43][cH:44][c:45]2[P:46]([c:47]2[cH:48][cH:49][cH:50][cH:51][cH:52]2)[c:53]2[cH:54][cH:55][cH:56][cH:57][cH:58]2)[c:59]2[cH:60][cH:61][cH:62][cH:63][cH:64]2)[cH:65][cH:66]1>>[NH:1]([c:2]1[c:3]([C:4](=[O:5])[N:6]([CH3:7])[CH3:8])[cH:9][cH:10][cH:11][cH:12]1)[c:14]1[cH:15][n:16][cH:17][cH:18][c:19]1[CH3:20]. The product is Cc1ccncc1Nc1ccccc1C(=O)N(C)C. Starting materials: COC1=C2CCCC(C2=CC=C1)=O (5-methoxy-1-tetralone), Cl.NO (hydroxylamine hydrochloride), O.C([O-])([O-])=O.[Na+].[Na+] (sodium carbonate monohydrate). Solvent: C(C)O (ethanol). Conditions: temperature 80 celsius. Yields the product COC1=C2CCCC(C2=CC=C1)=NO (5-methoxy-3,4-dihydronaphthalen-1(2H)-one oxime). The yield is 94.0%. As a reaction SMILES: [CH3:1][O:2][C:3]1[CH:12]=[CH:11][CH:10]=[C:9]2[C:4]=1[CH2:5][CH2:6][CH2:7][C:8]2=O.Cl.[NH2:15][OH:16].O.C(=O)([O-])[O-].[Na+].[Na+]>C(O)C>[CH3:1][O:2][C:3]1[CH:12]=[CH:11][CH:10]=[C:9]2[C:4]=1[CH2:5][CH2:6][CH2:7][C:8]2=[N:15][OH:16] |f:1.2,3.4.5.6|. Procedure details: A solution of 5-methoxy-1-tetralone (5.0 g) in ethanol (100 mL) was treated with hydroxylamine hydrochloride (2.1 g) and sodium carbonate monohydrate (3.6 g). The reaction mixture was heated overnight at 80° C. with a condenser. Cooled to room temperature after approximately seventeen hours, transferred to another flask and concentrated. The residue was triturated in water and filtered to yield the title product as a beige solid (5.1 g).